describe an organic reaction: reactants, conditions, products, and yield From a dataset of the Open Reaction Database (ORD), a public repository of structured organic reaction records. Starting materials: N(=O)[O-].[Na+] (sodium nitrite), NC=1C(=CC(=NC1C#N)C=1C=NC(=C(C1)C(F)(F)F)OCCC1CCN(CC1)C(=O)OC(C)(C)C)NC (tert-butyl 4-(2-(5-amino-6-cyano-4-(methylamino)-5′-(trifluoromethyl)-2,3′-bipyridin-6′-yloxy)ethyl)piperidine-1-carboxylate), hydrichloric acid. The solvent is O (water), O (water), O1CCOCC1 (1,4-dioxane). Conditions: temperature 20 celsius, time 16 hour. The product is C(#N)C1=NC(=CC2=C1N=NN2C)C=2C=C(C(=NC2)OCCC2CCN(CC2)C(=O)OC(C)(C)C)C(F)(F)F (tert-butyl 4-(2-(5-(4-cyano-1-methyl-1H-[1,2,3]triazolo[4,5-c]pyridin-6-yl)-3-(trifluoro-methyl)pyridin-2-yloxy)ethyl)piperidine-1-carboxylate). The yield is 86.8%. As a reaction SMILES: [NH2:1][C:2]1[C:3]([NH:36][CH3:37])=[CH:4][C:5]([C:10]2[CH:11]=[N:12][C:13]([O:20][CH2:21][CH2:22][CH:23]3[CH2:28][CH2:27][N:26]([C:29]([O:31][C:32]([CH3:35])([CH3:34])[CH3:33])=[O:30])[CH2:25][CH2:24]3)=[C:14]([C:16]([F:19])([F:18])[F:17])[CH:15]=2)=[N:6][C:7]=1[C:8]#[N:9].[N:38]([O-])=O.[Na+]>O.O1CCOCC1>[C:8]([C:7]1[C:2]2[N:1]=[N:38][N:36]([CH3:37])[C:3]=2[CH:4]=[C:5]([C:10]2[CH:15]=[C:14]([C:16]([F:17])([F:19])[F:18])[C:13]([O:20][CH2:21][CH2:22][CH:23]3[CH2:28][CH2:27][N:26]([C:29]([O:31][C:32]([CH3:34])([CH3:33])[CH3:35])=[O:30])[CH2:25][CH2:24]3)=[N:12][CH:11]=2)[N:6]=1)#[N:9] |f:1.2|. Procedure: To a suspension of tert-butyl 4-(2-(5-amino-6-cyano-4-(methylamino)-5′-(trifluoromethyl)-2,3′-bipyridin-6′-yloxy)ethyl)piperidine-1-carboxylate (5.20 g) in water (40 ml) and 1,4-dioxane (40 ml) was added 2N hydrichloric acid (6.89 ml) at 0° C. To above suspension was then added dropwise sodium nitrite (0.92 g) in water (10 ml). The mixture was then stirred at 0° C. for 10 min and at 20° C. for 16 h. The solid product was collected by filtration and washed with water, dried in vacuum oven to give... Reactants: C=1C(=CC(=C(C1C=2C=C(C=C(C2O)[N+](=O)[O-])Cl)O)[N+](=O)[O-])Cl (niclofolan). The reagents and catalysts are [Pd] (palladium on carbon). The solvent is O1CCCC1 (tetrahydrofuran), C(C)N(CC)CC (triethylamine). Conditions: time 40 hour. Yields the product OC1=C(C=CC=C1N)C1=C(C(=CC=C1)N)O (2,2′-dihydroxy-3,3′-diaminobiphenyl). Reaction SMILES: [CH:1]1[C:2](Cl)=[CH:3][C:4]([N+:19]([O-])=O)=[C:5]([OH:18])[C:6]=1[C:7]1[CH:8]=[C:9](Cl)[CH:10]=[C:11]([N+:14]([O-])=O)[C:12]=1[OH:13]>O1CCCC1.C(N(CC)CC)C.[Pd]>[OH:13][C:12]1[C:11]([NH2:14])=[CH:10][CH:9]=[CH:8][C:7]=1[C:6]1[CH:1]=[CH:2][CH:3]=[C:4]([NH2:19])[C:5]=1[OH:18]. Reported procedure: 10 g of niclofolan (1) are dissolved in 100 ml of tetrahydrofuran (THF) and 17.6 g of triethylamine. After addition of 4 g of palladium on carbon 5% and a further 4 g after 40 hours, hydrogenation is carried out to saturation over a total period of about 88 hours. The solution is filtered through Hyflo and is immediately processed further without evaporation. Assumed yield of (2): 100%. Rf 0.11 (CH2Cl2/methanol/NH4OH 25% (60:10:1))